This data is from the Open Reaction Database (ORD), a public repository of structured organic reaction records. The task is: describe an organic reaction: reactants, conditions, products, and yield Reaction SMILES: [C:10](=[O:11])([n:12]1[cH:13][cH:14][n:15][cH:16]1)[n:17]1[cH:18][cH:19][n:20][cH:21]1.[CH3:36][CH2:37][O:38][C:39](=[O:40])[CH3:41].[CH:23]1([CH2:29][CH2:30][NH:31][CH2:32][CH2:33][S:34][CH3:35])[CH2:24][CH2:25][CH2:26][CH2:27][CH2:28]1.[ClH:22].[N:1]1([CH2:7][CH2:8][NH2:9])[CH2:2][CH2:3][CH2:4][CH2:5][CH2:6]1.[O:42]1[CH2:43][CH2:44][CH2:45][CH2:46]1>>[N:1]1([CH2:7][CH2:8][NH:9][C:10](=[O:11])[N:31]([CH2:30][CH2:29][CH:23]2[CH2:24][CH2:25][CH2:26][CH2:27][CH2:28]2)[CH2:32][CH2:33][S:34][CH3:35])[CH2:2][CH2:3][CH2:4][CH2:5][CH2:6]1. The reactants are O=C(n1ccnc1)n1ccnc1, CCOC(C)=O, CSCCNCCC1CCCCC1, Cl, NCCN1CCCCC1, C1CCOC1. The product is CSCCN(CCC1CCCCC1)C(=O)NCCN1CCCCC1. Reactants: BrCc1ccccc1, O=C([O-])[O-], CN(C)C=O, [K+], [K+], O, COCOc1ccc(C=O)c(O)c1. Yields the product COCOc1ccc(C=O)c(OCc2ccccc2)c1. RXN SMILES: [Br:14][CH2:15][c:16]1[cH:17][cH:18][cH:19][cH:20][cH:21]1.[C:22](=[O:23])([O-:24])[O-:25].[CH3:28][N:29]([CH3:30])[CH:31]=[O:32].[K+:26].[K+:27].[OH2:33].[OH:1][c:2]1[c:3]([CH:4]=[O:5])[cH:6][cH:7][c:8]([O:10][CH2:11][O:12][CH3:13])[cH:9]1>>[O:1]([c:2]1[c:3]([CH:4]=[O:5])[cH:6][cH:7][c:8]([O:10][CH2:11][O:12][CH3:13])[cH:9]1)[CH2:15][c:16]1[cH:17][cH:18][cH:19][cH:20][cH:21]1. Reactants: Cl, [H-], CCCCCCCI, [Na+], CN(C)C=O, Oc1nsnc1C1CN=CN(C(c2ccccc2)(c2ccccc2)c2ccccc2)C1. Product: Cl, CCCCCCCOc1nsnc1C1CN=CN(C(c2ccccc2)(c2ccccc2)c2ccccc2)C1. Reaction SMILES: [ClH:42].[H-:33].[I:34][CH2:35][CH2:36][CH2:37][CH2:38][CH2:39][CH2:40][CH3:41].[Na+:32].[O:43]=[CH:44][N:45]([CH3:46])[CH3:47].[c:1]1([C:7]([N:8]2[CH:9]=[N:10][CH2:11][CH:12]([c:14]3[c:15]([OH:19])[n:16][s:17][n:18]3)[CH2:13]2)([c:20]2[cH:21][cH:22][cH:23][cH:24][cH:25]2)[c:26]2[cH:27][cH:28][cH:29][cH:30][cH:31]2)[cH:2][cH:3][cH:4][cH:5][cH:6]1>>[ClH:42].[c:1]1([C:7]([N:8]2[CH:9]=[N:10][CH2:11][CH:12]([c:14]3[c:15]([O:19][CH2:35][CH2:36][CH2:37][CH2:38][CH2:39][CH2:40][CH3:41])[n:16][s:17][n:18]3)[CH2:13]2)([c:20]2[cH:21][cH:22][cH:23][cH:24][cH:25]2)[c:26]2[cH:27][cH:28][cH:29][cH:30][cH:31]2)[cH:2][cH:3][cH:4][cH:5][cH:6]1. Starting materials: FC(OC=1C=C(C=CC1)CN)(F)F ((3-(trifluoromethoxy)phenyl)methanamine), BrC1=CN2C(S1)=NC(=C2)C(=O)O (2-bromoimidazo[2,1-b]thiazole-6-carboxylic acid). Product: BrC1=CN2C(S1)=NC(=C2)C(=O)NCC2=CC(=CC=C2)OC(F)(F)F (2-Bromo-N-(3-(trifluoromethoxy)benzyl)imidazo[2,1-b]thiazole-6-carboxamide). RXN SMILES: [F:1][C:2]([F:13])([F:12])[O:3][C:4]1[CH:5]=[C:6]([CH2:10][NH2:11])[CH:7]=[CH:8][CH:9]=1.[Br:14][C:15]1[S:19][C:18]2=[N:20][C:21]([C:23](O)=[O:24])=[CH:22][N:17]2[CH:16]=1>>[Br:14][C:15]1[S:19][C:18]2=[N:20][C:21]([C:23]([NH:11][CH2:10][C:6]3[CH:7]=[CH:8][CH:9]=[C:4]([O:3][C:2]([F:12])([F:13])[F:1])[CH:5]=3)=[O:24])=[CH:22][N:17]2[CH:16]=1. Procedure: The title compound was prepared by essentially following the same procedures described for Intermediate XLIV, using (3-(trifluoromethoxy)phenyl)methanamine and 2-bromoimidazo[2,1-b]thiazole-6-carboxylic acid as starting materials. Starting materials: C(C=C)[C@@]1(C(N([C@@H]([C@H](C1)C1=CC(=CC=C1)Cl)C1=CC=C(C=C1)Cl)[C@H](C=O)CC)=O)C ((S)-2-((3S,5R,6S)-3-Allyl-5-(3-chlorophenyl)-6-(4-chlorophenyl)-3-methyl-2-oxopiperidin-1-yl)butanal), C(C(C)C)[Mg]Br (isobutylmagnesium bromide). Solvent: C1CCOC1 (THF). Conditions: time 2 hour. Yields the product C(C=C)[C@@]1(C(N([C@@H]([C@H](C1)C1=CC(=CC=C1)Cl)C1=CC=C(C=C1)Cl)[C@@H](CC)C(CC(C)C)O)=O)C ((3S,5R,6S)-3-allyl-5-(3-chlorophenyl)-6-(4-chlorophenyl)-1-((3S)-4-hydroxy-6-methylheptan-3-yl)-3-methylpiperidin-2-one). Reaction SMILES: [CH2:1]([C@@:4]1([CH3:30])[CH2:9][C@H:8]([C:10]2[CH:15]=[CH:14][CH:13]=[C:12]([Cl:16])[CH:11]=2)[C@@H:7]([C:17]2[CH:22]=[CH:21][C:20]([Cl:23])=[CH:19][CH:18]=2)[N:6]([C@@H:24]([CH2:27][CH3:28])[CH:25]=[O:26])[C:5]1=[O:29])[CH:2]=[CH2:3].[CH2:31]([Mg]Br)[CH:32]([CH3:34])[CH3:33]>C1COCC1>[CH2:1]([C@@:4]1([CH3:30])[CH2:9][C@H:8]([C:10]2[CH:15]=[CH:14][CH:13]=[C:12]([Cl:16])[CH:11]=2)[C@@H:7]([C:17]2[CH:18]=[CH:19][C:20]([Cl:23])=[CH:21][CH:22]=2)[N:6]([C@H:24]([CH:25]([OH:26])[CH2:31][CH:32]([CH3:34])[CH3:33])[CH2:27][CH3:28])[C:5]1=[O:29])[CH:2]=[CH2:3]. Procedure details: To a solution of (S)-2-((3S,5R,6S)-3-allyl-5-(3-chlorophenyl)-6-(4-chlorophenyl)-3-methyl-2-oxopiperidin-1-yl)butanal (1.755 mmol) (Example 91, Step C) in THF (5 mL) at 0° C. was added 2 M isobutylmagnesium bromide (878 μL, 1.742 mmol) under N2. The reaction was allowed to warm to rt. After being stirred for 2 h at rt, the reaction was quenched with saturated NH4Cl solution and extracted with EtOAc. The combined organic layers were washed (sat. aq. NaCl solution), dried over MgSO4, filtered and ...